Dataset: the Open Reaction Database (ORD), a public repository of structured organic reaction records. Task: describe an organic reaction: reactants, conditions, products, and yield The reactants are 14(a), FC=1C=CC2=C(CC3=C([C@H]4N2CCNC4)C=CC=C3)C1 ((14bR)-8-fluoro-1,2,3,4,10,14b-hexahydrodibenzo[c,f]pyrazino[1,2-a]azepine), BrCCN1C(C=2C(C1=O)=CC=CC2)=O (N-(2-bromoethyl)phthalimide). The product is C1(C=2C(C(N1CCN1C[C@@H]3N(C4=C(CC5=C3C=CC=C5)C=C(C=C4)F)CC1)=O)=CC=CC2)=O ((14bR)-2-(2-Phthalimidoethyl)-8-fluoro-1,2,3,4,10,14b-hexahydrodibenzo[c,f]pyrazino[1,2-a]azepine). The yield is 93.0%. Reaction SMILES: [F:1][C:2]1[CH:3]=[CH:4][C:5]2[N:11]3[CH2:12][CH2:13][NH:14][CH2:15][C@H:10]3[C:9]3[CH:16]=[CH:17][CH:18]=[CH:19][C:8]=3[CH2:7][C:6]=2[CH:20]=1.Br[CH2:22][CH2:23][N:24]1[C:28](=[O:29])[C:27]2=[CH:30][CH:31]=[CH:32][CH:33]=[C:26]2[C:25]1=[O:34]>>[C:25]1(=[O:34])[N:24]([CH2:23][CH2:22][N:14]2[CH2:13][CH2:12][N:11]3[C:5]4[CH:4]=[CH:3][C:2]([F:1])=[CH:20][C:6]=4[CH2:7][C:8]4[CH:19]=[CH:18][CH:17]=[CH:16][C:9]=4[C@@H:10]3[CH2:15]2)[C:28](=[O:29])[C:27]2=[CH:30][CH:31]=[CH:32][CH:33]=[C:26]12. Procedure: Following a procedure similar to that described in Preparation 14(a), but using (14bR)-8-fluoro-1,2,3,4,10,14b-hexahydrodibenzo[c,f]pyrazino[1,2-a]azepine and N-(2-bromoethyl)phthalimide, the title compound was obtained in a yield of 93%. Reactants: [Br-], CC[Mg+], COc1cccc2cc(C(=O)N(C)OC)sc12, C1CCOC1. The product is CCC(=O)c1cc2cccc(OC)c2s1. Reaction SMILES: [Br-:1].[CH2:2]([CH3:3])[Mg+:4].[CH3:5][O:6][N:7]([C:8](=[O:9])[c:10]1[cH:11][c:12]2[c:13]([s:14]1)[c:15]([O:19][CH3:20])[cH:16][cH:17][cH:18]2)[CH3:21].[O:22]1[CH2:23][CH2:24][CH2:25][CH2:26]1>>[CH2:2]([CH3:3])[C:8](=[O:9])[c:10]1[cH:11][c:12]2[c:13]([s:14]1)[c:15]([O:19][CH3:20])[cH:16][cH:17][cH:18]2.